Dataset: the Open Reaction Database (ORD), a public repository of structured organic reaction records. Task: describe an organic reaction: reactants, conditions, products, and yield Reactants: C(C)(C)(C)OC(=O)N1C[C@@H]2[C@@H](N(C=3C(=CC(=CC23)Br)C(F)(F)F)C)CC1 ((4aS,9bR)-8-bromo-5-methyl-6-trifluoromethyl-1,3,4,4a,5,9b-hexahydro-pyrido[4,3-b]indole-2-carboxylic acid tert-butyl ester), [Br-].C(CCC)[Zn+] (n-butyl zinc bromide). Product: C(CCC)C1=CC=2[C@H]3[C@@H](N(C2C(=C1)C(F)(F)F)C)CCNC3 ((4aS,9bR)-8-butyl-5-methyl-6-trifluoromethyl-2,3,4,4a,5,9b-hexahydro-1H-pyrido[4,3-b]indole). As a reaction SMILES: C(OC([N:8]1[CH2:26][CH2:25][C@@H:11]2[N:12]([CH3:24])[C:13]3[C:14]([C:20]([F:23])([F:22])[F:21])=[CH:15][C:16](Br)=[CH:17][C:18]=3[C@@H:10]2[CH2:9]1)=O)(C)(C)C.[Br-].[CH2:28]([Zn+])[CH2:29][CH2:30][CH3:31]>>[CH2:28]([C:16]1[CH:15]=[C:14]([C:20]([F:21])([F:23])[F:22])[C:13]2[N:12]([CH3:24])[C@H:11]3[CH2:25][CH2:26][NH:8][CH2:9][C@H:10]3[C:18]=2[CH:17]=1)[CH2:29][CH2:30][CH3:31] |f:1.2|. Procedure details: The title compound was prepared by following the general coupling procedure as a colorless oil from (4aS,9bR)-8-bromo-5-methyl-6-trifluoromethyl-1,3,4,4a,5,9b-hexahydro-pyrido[4,3-b]indole-2-carboxylic acid tert-butyl ester (Example 45) and n-butyl zinc bromide. MS (ES+): 313 (base, M+H). Reactants: NC=C(C(=O)OCC)C(C1=C(C(=C(C(=C1)F)Cl)[N+](=O)[O-])Cl)=O (Ethyl 3-amino-2-(2,4-dichloro-5-fluoro-3-nitro-benzoyl)acrylate), potassium tert.-butylate. Run in O1CCOCC1 (dioxane). Run at time 24 hour. Product: ClC1=C(C=C2C(=C(C=NC2=C1[N+](=O)[O-])C(=O)OCC)O)F (Ethyl 7-chloro-6-fluoro-4-hydroxy-8-nitro-3-quinolinecarboxylate). RXN SMILES: [NH2:1][CH:2]=[C:3]([C:9](=[O:22])[C:10]1[CH:15]=[C:14]([F:16])[C:13]([Cl:17])=[C:12]([N+:18]([O-:20])=[O:19])[C:11]=1Cl)[C:4]([O:6][CH2:7][CH3:8])=[O:5]>O1CCOCC1>[Cl:17][C:13]1[C:12]([N+:18]([O-:20])=[O:19])=[C:11]2[C:10]([C:9]([OH:22])=[C:3]([C:4]([O:6][CH2:7][CH3:8])=[O:5])[CH:2]=[N:1]2)=[CH:15][C:14]=1[F:16]. Procedure details: 7.0 g of the product from Example 8 are initially introduced into 100 ml of dioxane. 4.7 g of potassium tert.-butylate are added to this in portions. The mixture is stirred for 24 hours at room temperature, poured onto ice, and neutralized. The precipitated solid is isolated and dried. Yield: 5.3 g, melting point: 224°-7° (decomposes) Reactants: C(C)(C)(C)OC(CN)=O (glycine tert-butyl ester), C1(CC1)C(CC=O)(C)C (3-cyclopropyl-3-methyl-butyraldehyde). Run in C(Cl)Cl (CH2Cl2). Yields the product C(C)(C)(C)OC(C/N=C/CC(C)(C)C1CC1)=O ([3-cyclopropyl-3-methyl-but-(E)-ylideneamino]-acetic acid tert-butyl ester). The yield is 75.2%. Reaction SMILES: [C:1]([O:5][C:6](=[O:9])[CH2:7][NH2:8])([CH3:4])([CH3:3])[CH3:2].[CH:10]1([C:13]([CH3:18])([CH3:17])[CH2:14][CH:15]=O)[CH2:12][CH2:11]1>C(Cl)Cl>[C:1]([O:5][C:6](=[O:9])[CH2:7]/[N:8]=[CH:15]/[CH2:14][C:13]([CH:10]1[CH2:12][CH2:11]1)([CH3:18])[CH3:17])([CH3:4])([CH3:3])[CH3:2]. Procedure: Step E In a manner similar to the method described in Example 1a, glycine tert-butyl ester (0.65 g, 5 mmol) was reacted with 3-cyclopropyl-3-methyl-butyraldehyde (0.68 g, 5.3 mmol) in CH2Cl2 at room temperature for 5 h to give [3-cyclopropyl-3-methyl-but-(E)-ylideneamino]-acetic acid tert-butyl ester as a colorless oil (0.9 g, 75%). Starting materials: COC(=O)c1ccc(OC(C)c2ccccc2OCc2ccccc2)cc1, C1CCOC1, CO, [Na+], [OH-]. Product: CC(Oc1ccc(C(=O)O)cc1)c1ccccc1OCc1ccccc1. As a reaction SMILES: [CH2:1]([c:2]1[cH:3][cH:4][cH:5][cH:6][cH:7]1)[O:8][c:9]1[c:10]([CH:15]([CH3:16])[O:17][c:18]2[cH:19][cH:20][c:21]([C:22](=[O:23])[O:24][CH3:25])[cH:26][cH:27]2)[cH:11][cH:12][cH:13][cH:14]1.[CH2:30]1[O:31][CH2:32][CH2:33][CH2:34]1.[CH3:35][OH:36].[Na+:29].[OH-:28]>>[CH2:1]([c:2]1[cH:3][cH:4][cH:5][cH:6][cH:7]1)[O:8][c:9]1[c:10]([CH:15]([CH3:16])[O:17][c:18]2[cH:19][cH:20][c:21]([C:22](=[O:23])[OH:24])[cH:26][cH:27]2)[cH:11][cH:12][cH:13][cH:14]1. Starting materials: C1(CCCC1)N1N=C(C=2C(=NC=CC21)OC)C2=CC=C(C=C2)S(=O)(=O)N (4-(1-cyclopentyl-4-methoxy-1H-pyrazolo[4,3-c]pyridin-3-yl)benzenesulfonarnide), [I-].[Na+] (sodium iodide), Cl[Si](C)(C)C (chloro(trimethyl)silane), O (water). Run in C(C)#N (acetonitrile). Reaction conditions: temperature 60 celsius, time 30 minute. Product: C1(CCCC1)N1N=C(C=2C(NC=CC21)=O)C2=CC=C(C=C2)S(=O)(=O)N (4-(1-cyclopentyl-4-oxo-4,5-dihydro-1H-pyrazolo[4,3-c]pyridin-3-yl)benzenesulfonamide). Isolated yield 90.7%. As a reaction SMILES: [CH:1]1([N:6]2[C:14]3[CH:13]=[CH:12][N:11]=[C:10]([O:15]C)[C:9]=3[C:8]([C:17]3[CH:22]=[CH:21][C:20]([S:23]([NH2:26])(=[O:25])=[O:24])=[CH:19][CH:18]=3)=[N:7]2)[CH2:5][CH2:4][CH2:3][CH2:2]1.[I-].[Na+].Cl[Si](C)(C)C.O>C(#N)C>[CH:1]1([N:6]2[C:14]3[CH:13]=[CH:12][NH:11][C:10](=[O:15])[C:9]=3[C:8]([C:17]3[CH:22]=[CH:21][C:20]([S:23]([NH2:26])(=[O:24])=[O:25])=[CH:19][CH:18]=3)=[N:7]2)[CH2:2][CH2:3][CH2:4][CH2:5]1 |f:1.2|. Reported procedure: To a solution of 4-(1-cyclopentyl-4-methoxy-1H-pyrazolo[4,3-c]pyridin-3-yl)benzenesulfonarnide (61.2 mg) in acetonitrile (10 mL) were added sodium iodide (49.3 mg) and chloro(trimethyl)silane (0.166 mL), and the mixture was stirred at 60° C. for 30 min. To the reaction mixture was added water, and the mixture was extracted with ethyl acetate. The organic layer was washed with saturated brine, dried over anhydrous sodium sulfate, and concentrated under reduced pressure. The residue was purified b... The reactants are C(=O)(C)Cl (AcCl), NC1C2CC3(CC(CC1C3)C2)C(=O)O (4-amino-adamantane-1-carboxylic acid). Run in CO (MeOH). Run at temperature 45 celsius, time 12 hour. Yields the product Cl.NC1C2CC3(CC(CC1C3)C2)C(=O)O (4-amino-adamantane-1-carboxylate hydrochloride). Isolated yield 86.1%. Reaction SMILES: C([Cl:4])(C)=O.[NH2:5][CH:6]1[CH:13]2[CH2:14][C:9]3([C:16]([OH:18])=[O:17])[CH2:10][CH:11]([CH2:15][CH:7]1[CH2:8]3)[CH2:12]2>CO>[ClH:4].[NH2:5][CH:6]1[CH:13]2[CH2:14][C:9]3([C:16]([OH:18])=[O:17])[CH2:10][CH:11]([CH2:15][CH:7]1[CH2:8]3)[CH2:12]2 |f:3.4|. Procedure details: At 0° C., in a 250-mL flask, MeOH (85 ml) was added with AcCl (16.08 g, 204.85 mmol), and then at room temperature, 4-amino-adamantane-1-carboxylic acid (8.0 g, 40.97 mmol) was added thereto. At 45° C., the mixture was stirred for 12 hours. After the reaction was completed, the solid was filtered by acetonitrile to obtain 4-amino-adamantane-1-carboxylate hydrochloride (8.17 g, 81%). Reactants: CCCC[Sn](CCCC)(CCCC)COCOC, CCOC(C)=O, Fc1ccc(-c2cc(Cl)cnn2)cc1Cl, CN(C)C=O, O. The product is COCOCc1cnnc(-c2ccc(F)c(Cl)c2)c1. RXN SMILES: [CH2:16]([Sn:17]([CH2:18][CH2:19][CH2:20][CH3:26])([CH2:21][O:22][CH2:23][O:24][CH3:25])[CH2:27][CH2:28][CH2:29][CH3:30])[CH2:31][CH2:32][CH3:33].[CH3:34][CH2:35][O:36][C:37](=[O:38])[CH3:39].[Cl:1][c:2]1[cH:3][c:4](-[c:8]2[cH:9][c:10]([Cl:15])[c:11]([F:14])[cH:12][cH:13]2)[n:5][n:6][cH:7]1.[O:41]=[CH:42][N:43]([CH3:44])[CH3:45].[OH2:40]>>[c:2]1([CH2:21][O:22][CH2:23][O:24][CH3:25])[cH:3][c:4](-[c:8]2[cH:9][c:10]([Cl:15])[c:11]([F:14])[cH:12][cH:13]2)[n:5][n:6][cH:7]1.